From a dataset of the Open Reaction Database (ORD), a public repository of structured organic reaction records. describe an organic reaction: reactants, conditions, products, and yield Reactants: COC=C1C(=C(NO1)C1=CC=C(C=C1)F)C(=O)OC (methyl 5-methoxymethylene-3-[4-fluorophenyl]isoxazole 4-carboxylate), [H-].C(C(C)C)[Al+]CC(C)C (Diisobutyl aluminium hydride). The solvent is C1(=CC=CC=C1)C (toluene). Reaction conditions: temperature -78 celsius, time 1.5 hour. Product: OC=C1C(=NOC1=COC)C1=CC=C(C=C1)F (4-Hydroxymethylene-5-methoxymethylene-3-[4-fluorophenyl]isoxazole). Yield: 52.7%. Reaction SMILES: [CH3:1][O:2][CH:3]=[C:4]1[O:8][NH:7][C:6]([C:9]2[CH:14]=[CH:13][C:12]([F:15])=[CH:11][CH:10]=2)=[C:5]1[C:16](OC)=[O:17].[H-].C([Al+]CC(C)C)C(C)C>C1(C)C=CC=CC=1>[OH:17][CH:16]=[C:5]1[C:4](=[CH:3][O:2][CH3:1])[O:8][N:7]=[C:6]1[C:9]1[CH:10]=[CH:11][C:12]([F:15])=[CH:13][CH:14]=1 |f:1.2|. Procedure details: A suspension of methyl 5-methoxymethylene-3-[4-fluorophenyl]isoxazole 4-carboxylate (30 g, 0.113 mol) in 100 ml anhydrous toluene was cooled to −78° C. under nitrogen. Diisobutyl aluminium hydride (250 ml of 1.0 M solution in toluene) was added slowly and the reaction allowed to stir at −78° C. for 1.5 h. The reaction was quenched with methanol then partitioned between CH2Cl2—H2O. The organic extracts were washed with brine, dried (MgSO4), and concentrated to give the title compound as a yellow ... Reactants: C(#N)N1CCC(CC1)N(C(=O)C=1C=NC(=NC1)C1=CC(=C(C=C1)C#N)F)C1CC1 (2-(4-cyano-3-fluoro-phenyl)-pyrimidine-5-carboxylic acid (1-cyano-piperidin-4-yl)-cyclopropyl-amide), ONC(CC)=N (N-hydroxy-propionamidine). The product is C1(CC1)N(C(=O)C=1C=NC(=NC1)C1=CC(=C(C=C1)C#N)F)C1CCN(CC1)C1=NC(=NO1)CC (2-(4-Cyano-3-fluoro-phenyl)-pyrimidine-5-carboxylic acid cyclopropyl-[1-(3-ethyl-[1,2,4]oxadiazol-5-yl)-piperidin-4-yl]-amide). As a reaction SMILES: [C:1]([N:3]1[CH2:8][CH2:7][CH:6]([N:9]([CH:27]2[CH2:29][CH2:28]2)[C:10]([C:12]2[CH:13]=[N:14][C:15]([C:18]3[CH:23]=[CH:22][C:21]([C:24]#[N:25])=[C:20]([F:26])[CH:19]=3)=[N:16][CH:17]=2)=[O:11])[CH2:5][CH2:4]1)#[N:2].[OH:30][NH:31][C:32](=N)[CH2:33][CH3:34]>>[CH:27]1([N:9]([CH:6]2[CH2:5][CH2:4][N:3]([C:1]3[O:30][N:31]=[C:32]([CH2:33][CH3:34])[N:2]=3)[CH2:8][CH2:7]2)[C:10]([C:12]2[CH:17]=[N:16][C:15]([C:18]3[CH:23]=[CH:22][C:21]([C:24]#[N:25])=[C:20]([F:26])[CH:19]=3)=[N:14][CH:13]=2)=[O:11])[CH2:28][CH2:29]1. Reported procedure: The title compound is prepared from 2-(4-cyano-3-fluoro-phenyl)-pyrimidine-5-carboxylic acid (1-cyano-piperidin-4-yl)-cyclopropyl-amide and N-hydroxy-propionamidine following a procedure analogous to that described in Example 6. LC (method 3): tR=1.94 min; Mass spectrum (ESI+): m/z=462 [M+H]+. The reactants are BrC1(C(C=C2C(=CC=C2)O1)C1=CC=CC=C1)CC(=O)O (2-bromo-3-phenyl-4-benzofuranacetic acid), C1=CCCCC1 (cyclohexene), [N+](=O)([N+](=O)[O-])[O-] (dinitrogen tetroxide). Solvent: C(Cl)(Cl)Cl (chloroform), C(Cl)(Cl)Cl (chloroform). Reaction conditions: temperature 25 celsius, time 16 hour. Yields the product [N+](=O)([O-])C1(C(C=C2C(=CC=C2)O1)C1=CC=CC=C1)CC(=O)O (2-nitro-3-phenyl-4-benzofuranacetic acid). Reaction SMILES: Br[C:2]1([CH2:17][C:18]([OH:20])=[O:19])[O:10][C:6]2=[CH:7][CH:8]=[CH:9][C:5]2=[CH:4][CH:3]1[C:11]1[CH:16]=[CH:15][CH:14]=[CH:13][CH:12]=1.C1CCCCC=1.[N+:27]([O-:32])([N+]([O-])=O)=[O:28]>C(Cl)(Cl)Cl>[N+:27]([C:2]1([CH2:17][C:18]([OH:20])=[O:19])[O:10][C:6]2=[CH:7][CH:8]=[CH:9][C:5]2=[CH:4][CH:3]1[C:11]1[CH:16]=[CH:15][CH:14]=[CH:13][CH:12]=1)([O-:32])=[O:28]. Procedure details: A solution of 2-bromo-3-phenyl-4-benzofuranacetic acid (12.1 g., 0.0365 mole) and cyclohexene (3.3 g., 0.04 mole) in 100 ml. of chloroform is treated with 5 g. of dinitrogen tetroxide in 20 ml. of chloroform dropwise. The mixture is stirred for 16 hours at about 25° C. then at 50°-55° C. for about 20 minutes. The mixture is washed with water, and the organic layer is treated with an aqueous base. The aqueous layer is acidified, then extracted with dichloromethane. The organic layer is washed thr...